Dataset: the Open Reaction Database (ORD), a public repository of structured organic reaction records. Task: describe an organic reaction: reactants, conditions, products, and yield Starting materials: ClC=1C=C(CN)C=C(C1)Cl (3,5-dichlorobenzylamine), [N+](=O)([O-])C1=CC=C(C=O)C=C1 (4-nitrobenzaldehyde). The product is Cl.ClC=1C=C(CNCC2=CC=C(C=C2)[N+](=O)[O-])C=C(C1)Cl ((3,5-dichlorobenzyl)(4-nitrobenzyl)amine hydrochloride). Isolated yield 71.0%. As a reaction SMILES: [Cl:1][C:2]1[CH:3]=[C:4]([CH:7]=[C:8]([Cl:10])[CH:9]=1)[CH2:5][NH2:6].[N+:11]([C:14]1[CH:21]=[CH:20][C:17]([CH:18]=O)=[CH:16][CH:15]=1)([O-:13])=[O:12]>>[ClH:1].[Cl:1][C:2]1[CH:3]=[C:4]([CH:7]=[C:8]([Cl:10])[CH:9]=1)[CH2:5][NH:6][CH2:18][C:17]1[CH:20]=[CH:21][C:14]([N+:11]([O-:13])=[O:12])=[CH:15][CH:16]=1 |f:2.3|. Procedure details: The same procedure as employed in the preparation of Example 226 (step a) but using 3,5-dichlorobenzylamine and 4-nitrobenzaldehyde gave the title compound as a yellow powder (71%). 1H NMR (CD3OD, 300 MHz) δ 8.37 (d, 2H, J=8.8 Hz), 7.83 (d, 2H, J=8.8 Hz), 7.61 (br s, 3H), 4.48 (s, 2H), 4.38 (s, 2H). M−(LC/MS(ESI)): 309; M+(LC/MS(ESI)): 311 HPLC (Condition A), Rt: 2.78 min (HPLC purity: 93.0%). The reactants are CCOC(=O)C(C)(Cc1ccc(OCCc2nc(C3CCCCC3)oc2C)cc1)Oc1cccc(-c2ccsc2)c1, CCO, [Na+], [OH-]. Yields the product Cc1oc(C2CCCCC2)nc1CCOc1ccc(CC(C)(Oc2cccc(-c3ccsc3)c2)C(=O)O)cc1. RXN SMILES: [CH2:3]([CH3:4])[O:5][C:6]([C:7]([CH2:8][c:9]1[cH:10][cH:11][c:12]([O:15][CH2:16][CH2:17][c:18]2[n:19][c:20]([CH:24]3[CH2:25][CH2:26][CH2:27][CH2:28][CH2:29]3)[o:21][c:22]2[CH3:23])[cH:13][cH:14]1)([O:30][c:31]1[cH:32][c:33](-[c:37]2[cH:38][s:39][cH:40][cH:41]2)[cH:34][cH:35][cH:36]1)[CH3:42])=[O:43].[CH3:44][CH2:45][OH:46].[Na+:2].[OH-:1]>>[O:5]=[C:6]([C:7]([CH2:8][c:9]1[cH:10][cH:11][c:12]([O:15][CH2:16][CH2:17][c:18]2[n:19][c:20]([CH:24]3[CH2:25][CH2:26][CH2:27][CH2:28][CH2:29]3)[o:21][c:22]2[CH3:23])[cH:13][cH:14]1)([O:30][c:31]1[cH:32][c:33](-[c:37]2[cH:38][s:39][cH:40][cH:41]2)[cH:34][cH:35][cH:36]1)[CH3:42])[OH:43]. The reactants are C(CCC)P(CCCC)CCCC (Tri-n-butylphosphine), N(=NC(=O)OC(C)(C)C)C(=O)OC(C)(C)C (di-tert-butyl azodicarboxylate), ClC1=CC=C(OC=2N=CC(=NC2)NC(CC[C@@H](C2=CC(=CC=C2)OC)O)=O)C=C1 ((S)—N-[5-(4-chlorophenoxy)pyrazin-2-yl]-4-hydroxy-4-(3-methoxyphenyl) butanamide). The solvent is C1CCOC1 (THF), C1CCOC1 (THF). Conditions: time 5 minute. Product: ClC1=CC=C(OC=2N=CC(=NC2)N2C(CC[C@@H]2C2=CC(=CC=C2)OC)=O)C=C1 ((R)-1-[5-(4-chlorophenoxy)pyrazin-2-yl]-5-(3-methoxyphenyl)pyrrolidin-2-one). Isolated yield 69.9%. RXN SMILES: C(P(CCCC)CCCC)CCC.N(C(OC(C)(C)C)=O)=NC(OC(C)(C)C)=O.[Cl:30][C:31]1[CH:58]=[CH:57][C:34]([O:35][C:36]2[N:37]=[CH:38][C:39]([NH:42][C:43](=[O:56])[CH2:44][CH2:45][C@H:46](O)[C:47]3[CH:52]=[CH:51][CH:50]=[C:49]([O:53][CH3:54])[CH:48]=3)=[N:40][CH:41]=2)=[CH:33][CH:32]=1>C1COCC1>[Cl:30][C:31]1[CH:58]=[CH:57][C:34]([O:35][C:36]2[N:37]=[CH:38][C:39]([N:42]3[C@@H:46]([C:47]4[CH:52]=[CH:51][CH:50]=[C:49]([O:53][CH3:54])[CH:48]=4)[CH2:45][CH2:44][C:43]3=[O:56])=[N:40][CH:41]=2)=[CH:33][CH:32]=1. Procedure: Tri-n-butylphosphine (0.178 mL, 0.72 mmol) is added to a solution of di-tert-butyl azodicarboxylate (167 mg, 0.72 mmol) in dry THF (1.5 mL) at room temperature. The resulting mixture is stirred for 5 min at room temperature, then added dropwise to a solution of (S)—N-[5-(4-chlorophenoxy)pyrazin-2-yl]-4-hydroxy-4-(3-methoxyphenyl) butanamide (194 mg, 0.47 mmol) in THF (1.5 mL) at 0° C. and under argon. The reaction mixture is allowed to warm slowly to ambient temperature and stirred for 1.5 h, th... The reactants are Cl.BrC1=CC(=C(C(=C1)C)N1C=C(C=2C1=NC(=CC2N2CCC(CC2)CC(=O)O)C)C)C ({1-[1-(4-bromo-2,6-dimethyl-phenyl)-3,6-dimethyl-1H-pyrrolo[2,3-b]pyridin-4-yl]-piperidin-4-yl}-acetic acid hydrochloride), Cl.C(C)OC([C@@H](N)CC1=CC=CC=C1)=O (L-phenylalanine ethyl ester hydrochloride), ON1N=NC2=C1C=CC=C2 (1-hydroxybenzotriazole), Cl.CN(CCCN=C=NCC)C (1-(3-dimethylaminopropyl)-3-ethylcarbodiimide hydrochloride). Run in O (Water), CN(C)C=O (DMF), C(C)N(CC)CC (triethylamine). Run at time 4 hour. The product is C(C)OC([C@H](CC1=CC=CC=C1)NC(CC1CCN(CC1)C1=C2C(=NC(=C1)C)N(C=C2C)C2=C(C=C(C=C2C)Br)C)=O)=O ((S)-2-(2-{1-[1-(4-bromo-2,6-dimethyl-phenyl)-3,6-dimethyl-1H-pyrrolo[2,3-b]pyridin-4-yl]-piperidin-4-yl}-acetylamino)-3-phenyl-propionic acid ethyl ester). Isolated yield 58.1%. Reaction SMILES: Cl.[Br:2][C:3]1[CH:8]=[C:7]([CH3:9])[C:6]([N:10]2[C:14]3=[N:15][C:16]([CH3:29])=[CH:17][C:18]([N:19]4[CH2:24][CH2:23][CH:22]([CH2:25][C:26](O)=[O:27])[CH2:21][CH2:20]4)=[C:13]3[C:12]([CH3:30])=[CH:11]2)=[C:5]([CH3:31])[CH:4]=1.Cl.[CH2:33]([O:35][C:36](=[O:46])[C@H:37]([CH2:39][C:40]1[CH:45]=[CH:44][CH:43]=[CH:42][CH:41]=1)[NH2:38])[CH3:34].ON1C2C=CC=CC=2N=N1.Cl.CN(C)CCCN=C=NCC>CN(C=O)C.O.C(N(CC)CC)C>[CH2:33]([O:35][C:36](=[O:46])[C@@H:37]([NH:38][C:26](=[O:27])[CH2:25][CH:22]1[CH2:23][CH2:24][N:19]([C:18]2[CH:17]=[C:16]([CH3:29])[N:15]=[C:14]3[N:10]([C:6]4[C:5]([CH3:31])=[CH:4][C:3]([Br:2])=[CH:8][C:7]=4[CH3:9])[CH:11]=[C:12]([CH3:30])[C:13]=23)[CH2:20][CH2:21]1)[CH2:39][C:40]1[CH:45]=[CH:44][CH:43]=[CH:42][CH:41]=1)[CH3:34] |f:0.1,2.3,5.6|. Procedure details: To a solution of {1-[1-(4-bromo-2,6-dimethyl-phenyl)-3,6-dimethyl-1H-pyrrolo[2,3-b]pyridin-4-yl]-piperidin-4-yl}-acetic acid hydrochloride (300 mg), L-phenylalanine ethyl ester hydrochloride (204 mg), 1-hydroxybenzotriazole (108 mg) and triethylamine (90 mg) in DMF (3 mL) in an ice cooling bath was added 1-(3-dimethylaminopropyl)-3-ethylcarbodiimide hydrochloride (170 mg), and the mixture was stirred at room temperature for 4 hours. Water was added into the reaction mixture and the mixture was e... Reactants: C1(CC1)NC=1C=C(C#N)C=CC1[N+](=O)[O-] (3-(cyclopropylamino)-4-nitrobenzonitrile). Reagents/catalysts: [Pd] (Pd/C). The solvent is CCO (EtOH). Yields the product NC1=C(C=C(C#N)C=C1)NC1CC1 (4-amino-3-(cyclopropylamino) benzonitrile). RXN SMILES: [CH:1]1([NH:4][C:5]2[CH:6]=[C:7]([CH:10]=[CH:11][C:12]=2[N+:13]([O-])=O)[C:8]#[N:9])[CH2:3][CH2:2]1>CCO.[Pd]>[NH2:13][C:12]1[CH:11]=[CH:10][C:7]([C:8]#[N:9])=[CH:6][C:5]=1[NH:4][CH:1]1[CH2:2][CH2:3]1. Reported procedure: To a stirred solution of 3-(cyclopropylamino)-4-nitrobenzonitrile (2.0 g, 0.009 mol) in EtOH (20 ml) was hydrogenated using Pd/C for 2 h at room temperature. The reaction was filtered through CELITE® and the filter bed was thoroughly washed with EtOH. The resulting solution was concentrated to provide 4-amino-3-(cyclopropylamino) benzonitrile as a brownish solid. 1H NMR (400 MHz, DMSO-d6), δ: 6.92 (bs, 1H), 6.88-6.86 (d, J=8 Hz, 1H), 6.55-6.53 (d, J=8.4 Hz, 1H), 5.50 (bs, 1H), 5.44 (s, 2H), 2.36... Reported procedure: A solution of 6-dimethylamino-4-ethoxycarbonylpyrimidine (19.5 g) and ethyl propionate (11.2 g) in 1,2-dimethoxyethane (75 cc) is added to a suspension of sodium hydride (9.6 g) (50% in mineral oil) in 1,2-dimethoxyethane (25 cc), and the reaction mixture is refluxed. Refluxing is maintained for a further 30 minutes. The solvent is evaporated, and then the residue is taken up in diethyl ether (350 cc) and 4N hydrochloric acid (70 cc). After decanting, the aqueous phase is again extracted with di... Starting materials: CN(C1=CC(=NC=N1)C(=O)OCC)C (6-dimethylamino-4-ethoxycarbonylpyrimidine), C(CC)(=O)OCC (ethyl propionate), [H-].[Na+] (sodium hydride). Yields the product CN(C1=CC(=NC=N1)C(C(C(=O)OCC)C)=O)C (ethyl 3-(6-dimethylaminopyrimidin-4-yl)-2-methyl-3-oxopropionate). Isolated yield 60.6%. RXN SMILES: [CH3:1][N:2]([CH3:14])[C:3]1[N:8]=[CH:7][N:6]=[C:5]([C:9]([O:11]CC)=O)[CH:4]=1.[C:15]([O:19][CH2:20][CH3:21])(=[O:18])[CH2:16][CH3:17].[H-].[Na+]>COCCOC>[CH3:14][N:2]([CH3:1])[C:3]1[N:8]=[CH:7][N:6]=[C:5]([C:9](=[O:11])[CH:16]([CH3:17])[C:15]([O:19][CH2:20][CH3:21])=[O:18])[CH:4]=1 |f:2.3|. Run in COCCOC (1,2-dimethoxyethane), COCCOC (1,2-dimethoxyethane). Starting materials: O=S1(=O)CCCCO1, Cl, [Na+], [OH-], O. The product is CCCCOS(=O)(=O)O. Reaction SMILES: [CH2:3]1[CH2:4][CH2:5][CH2:6][O:7][S:8]1(=[O:9])=[O:10].[ClH:11].[Na+:2].[OH-:1].[OH2:12]>>[O:1]=[S:8]([O:7][CH2:6][CH2:5][CH2:4][CH3:3])(=[O:9])[OH:10]. Reactants: [Cl-].FC1=CC=C2[C@@H](CC(OC2=C1F)(C)C)[NH3+] ((R)-7,8-difluoro-2,2-dimethylchroman-4-aminium chloride), ClC(Cl)(OC(OC(Cl)(Cl)Cl)=O)Cl (Triphosgene), NC1=CC=C2CCC(NC2=C1)=O (7-amino-3,4-dihydroquinolin-2(1H)-one), CCN(C(C)C)C(C)C (DIEA). Solvent: C1CCOC1 (THF), C1CCOC1 (THF), C(=O)(O)[O-].[Na+] (NaHCO3). Conditions: time 2 hour. Product: FC1=CC=C2[C@@H](CC(OC2=C1F)(C)C)NC(=O)NC1=CC=C2CCC(NC2=C1)=O (1-[(4R)-7,8-difluoro-2,2-dimethyl-3,4-dihydro-2H-chromen-4-yl]-3-(2-oxo-1,2,3,4-tetrahydroquinolin-7-yl)urea). Yield: 255.3%. As a reaction SMILES: Cl[C:2](Cl)([O:4]C(=O)OC(Cl)(Cl)Cl)Cl.[NH2:13][C:14]1[CH:23]=[C:22]2[C:17]([CH2:18][CH2:19][C:20](=[O:24])[NH:21]2)=[CH:16][CH:15]=1.CCN(C(C)C)C(C)C.[Cl-].[F:35][C:36]1[C:45]([F:46])=[C:44]2[C:39]([C@H:40]([NH3+:49])[CH2:41][C:42]([CH3:48])([CH3:47])[O:43]2)=[CH:38][CH:37]=1>C1COCC1.C([O-])(O)=O.[Na+]>[F:35][C:36]1[C:45]([F:46])=[C:44]2[C:39]([C@H:40]([NH:49][C:2]([NH:13][C:14]3[CH:23]=[C:22]4[C:17]([CH2:18][CH2:19][C:20](=[O:24])[NH:21]4)=[CH:16][CH:15]=3)=[O:4])[CH2:41][C:42]([CH3:47])([CH3:48])[O:43]2)=[CH:38][CH:37]=1 |f:3.4,6.7|. Procedure details: Triphosgene (0.281 g, 0.948 mmol) (Sigma-Aldrich) in THF (5 mL) was added to a to a solution of 7-amino-3,4-dihydroquinolin-2(1H)-one (0.4659 g, 2.87 mmol) (Astatech, Inc) and DIEA (2.01 mL, 11.5 mmol) (Aldrich) in THF (28 mL) at room temperature. After 10 minutes (R)-7,8-difluoro-2,2-dimethylchroman-4-aminium chloride (0.717 g, 2.87 mmol) (B-8; WO2010/04401) was added and the mixture was stirred for an additional 2 hours. The mixture was diluted with saturated aqueous NaHCO3 (30 mL) and extract...